Task: describe an organic reaction: reactants, conditions, products, and yield. Dataset: the Open Reaction Database (ORD), a public repository of structured organic reaction records Starting materials: CS(=O)(=O)[O-] (methyl sulphonate), O (Water), C(C)(=O)OCC (ethyl acetate), FC1=CC=CC=2C3=C(NC12)CCNC3=O (6-fluoro-2,3,4,5-tetrahydro-1H-pyrido[4,3-b]indol-1-one), [H-].[Na+] (sodium hydride). The solvent is CN(C)C=O (DMF), CN(C)C=O (DMF). Conditions: time 30 minute. Product: C1(CCCC1)CN1C2=C(C=3C=CC=C(C13)F)C(NCC2)=O (5-(Cyclopentylmethyl)-6-fluoro- 2,3,4,5-tetrahydro-1H-pyrido[4,3-b]indol-1-one). As a reaction SMILES: [F:1][C:2]1[C:10]2[NH:9][C:8]3[CH2:11][CH2:12][NH:13][C:14](=[O:15])[C:7]=3[C:6]=2[CH:5]=[CH:4][CH:3]=1.[H-].[Na+].CS([O-])(=O)=O.O.C(O[CH2:28][CH3:29])(=O)C>CN(C=O)C>[CH:28]1([CH2:29][N:9]2[C:10]3[C:2]([F:1])=[CH:3][CH:4]=[CH:5][C:6]=3[C:7]3[C:14](=[O:15])[NH:13][CH2:12][CH2:11][C:8]2=3)[CH2:4][CH2:3][CH2:2][CH2:10]1 |f:1.2|. Procedure details: A stirred solution of 6-fluoro-2,3,4,5-tetrahydro-1H-pyrido[4,3-b]indol-1-one (1.023 g) in dry DMF (50 ml) was treated with sodium hydride (73.2% dispersion in oil; 331 mg) and stirred under nitrogen at room temperature for 30 min. A solution of cyclopentylmethyl(methyl sulphonate (893 mg) in dry DMF (20 ml) was then added over 15 min and stirring was continued for 5 days. Water (20 ml) was added to the reaction mixture which was then concentrated in vacuo to give a solid. This was dissolved in ...